Dataset: the Open Reaction Database (ORD), a public repository of structured organic reaction records. Task: describe an organic reaction: reactants, conditions, products, and yield Reactants: compound, CN(C(=NC(=O)OCC1=CC=C(C=C1)[N+](=O)[O-])NC(=O)OCC1=CC=C(C=C1)[N+](=O)[O-])CC(=O)N[C@@H]1CN(CC1)C(=O)OC(C)(C)C (tert-Butyl (3S)-3-[2-[1-methyl-2,3-di(4-nitrobenzyloxycarbonyl)guanidino]-acetylamino]-1-pyrrolidinecarboxylate), FC(C(=O)O)(F)F (trifluoroacetic acid). The solvent is ClCCl (dichloromethane). The product is FC(C(=O)O)(F)F.CN(C(=NC(=O)OCC1=CC=C(C=C1)[N+](=O)[O-])NC(=O)OCC1=CC=C(C=C1)[N+](=O)[O-])CC(=O)N[C@@H]1CNCC1 ((3S)-3-[2-[1-Methyl-2,3-di(4-nitrobenzyloxycarbonyl)guanidino]acetylamino]pyrrolidine trifluoroacetate). Reaction SMILES: [CH3:1][N:2]([CH2:32][C:33]([NH:35][C@H:36]1[CH2:40][CH2:39][N:38](C(OC(C)(C)C)=O)[CH2:37]1)=[O:34])[C:3]([NH:18][C:19]([O:21][CH2:22][C:23]1[CH:28]=[CH:27][C:26]([N+:29]([O-:31])=[O:30])=[CH:25][CH:24]=1)=[O:20])=[N:4][C:5]([O:7][CH2:8][C:9]1[CH:14]=[CH:13][C:12]([N+:15]([O-:17])=[O:16])=[CH:11][CH:10]=1)=[O:6].[F:48][C:49]([F:54])([F:53])[C:50]([OH:52])=[O:51]>ClCCl>[F:48][C:49]([F:54])([F:53])[C:50]([OH:52])=[O:51].[CH3:1][N:2]([CH2:32][C:33]([NH:35][C@H:36]1[CH2:40][CH2:39][NH:38][CH2:37]1)=[O:34])[C:3]([NH:18][C:19]([O:21][CH2:22][C:23]1[CH:28]=[CH:27][C:26]([N+:29]([O-:31])=[O:30])=[CH:25][CH:24]=1)=[O:20])=[N:4][C:5]([O:7][CH2:8][C:9]1[CH:14]=[CH:13][C:12]([N+:15]([O-:17])=[O:16])=[CH:11][CH:10]=1)=[O:6] |f:3.4|. Reported procedure: To a solution of the compound (1.48 g), which had been obtained in (1), in anhydrous dichloromethane (8 ml), trifluoroacetic acid (4 ml) was added dropwise under ice cooling. The reaction mixture was then treated in a similar manner to that described in Referential Example 16-(2), whereby the title compound was obtained. The product was provided for use in the subsequent reaction without isolation. The reactants are BrC=1C=C(C=CC1)CC(C(C)NC(=O)C1=NC(=NO1)C1=CC=C(C=C1)OC(F)(F)F)O (N-(4-(3-bromophenyl)-3-hydroxybutan-2-yl)-3-(4-(trifluoromethoxy)phenyl)-1,2,4-oxadiazole-5-carboxamide), CC(=O)OI1(C=2C=CC=CC2C(=O)O1)(OC(=O)C)OC(=O)C (Dess-Martin reagent). Run in C(Cl)Cl (DCM). Run at time 8 hour. Product: BrC=1C=C(C=CC1)CC(C(C)NC(=O)C1=NC(=NO1)C1=CC=C(C=C1)OC(F)(F)F)=O (N-(4-(3-bromophenyl)-3-oxobutan-2-yl)-3-(4-(trifluoromethoxy)phenyl)-1,2,4-oxadiazole-5-carboxamide). Yield: 66.9%. Reaction SMILES: [Br:1][C:2]1[CH:3]=[C:4]([CH2:8][CH:9]([OH:31])[CH:10]([NH:12][C:13]([C:15]2[O:19][N:18]=[C:17]([C:20]3[CH:25]=[CH:24][C:23]([O:26][C:27]([F:30])([F:29])[F:28])=[CH:22][CH:21]=3)[N:16]=2)=[O:14])[CH3:11])[CH:5]=[CH:6][CH:7]=1.CC(OI1(OC(C)=O)(OC(C)=O)OC(=O)C2C=CC=CC1=2)=O>C(Cl)Cl>[Br:1][C:2]1[CH:3]=[C:4]([CH2:8][C:9](=[O:31])[CH:10]([NH:12][C:13]([C:15]2[O:19][N:18]=[C:17]([C:20]3[CH:21]=[CH:22][C:23]([O:26][C:27]([F:28])([F:29])[F:30])=[CH:24][CH:25]=3)[N:16]=2)=[O:14])[CH3:11])[CH:5]=[CH:6][CH:7]=1. Procedure: To a solution of N-(4-(3-bromophenyl)-3-hydroxybutan-2-yl)-3-(4-(trifluoromethoxy)phenyl)-1,2,4-oxadiazole-5-carboxamide (300 mg, 0.6 mmol) in DCM (300 mL), Dess-Martin reagent (988 mg, 2.4 mmol) was added in portions. The reaction mixture was stirred overnight and filtered. The filtrate was evaporated, and the residue was purified by silica gel column chromatography (Petroleum ether:EtOAc=5:1) to afford N-(4-(3-bromophenyl)-3-oxobutan-2-yl)-3-(4-(trifluoromethoxy)phenyl)-1,2,4-oxadiazole-5-carb... The reactants are CC(=O)N1CCCC(=O)c2ccc(F)cc2CCC1=O, CC#N, Cl, C1CCOC1. The product is CC(=O)NCCCC(=O)c1ccc(F)cc1CCC(=O)O. As a reaction SMILES: [C:2]([CH3:3])(=[O:4])[N:5]1[C:6](=[O:21])[CH2:7][CH2:8][c:9]2[c:10]([cH:16][cH:17][c:18]([F:20])[cH:19]2)[C:11](=[O:15])[CH2:12][CH2:13][CH2:14]1.[CH3:27][C:28]#[N:29].[ClH:1].[O:22]1[CH2:23][CH2:24][CH2:25][CH2:26]1>>[C:2]([CH3:3])(=[O:4])[NH:5][CH2:14][CH2:13][CH2:12][C:11]([c:10]1[c:9]([CH2:8][CH2:7][C:6]([OH:21])=[O:22])[cH:19][c:18]([F:20])[cH:17][cH:16]1)=[O:15]. The product is CC(C)OC(=O)c1cnc(Cl)c(Cl)c1. Reaction SMILES: [CH:13]([CH3:14])([CH3:15])[OH:16].[Cl:1][c:2]1[c:3]([Cl:11])[n:4][cH:5][c:6]([C:7](=[O:8])[OH:9])[cH:10]1.[OH2:12]>>[Cl:1][c:2]1[c:3]([Cl:11])[n:4][cH:5][c:6]([C:7](=[O:8])[O:9][CH:13]([CH3:14])[CH3:15])[cH:10]1. Starting materials: CC(C)O, O=C(O)c1cnc(Cl)c(Cl)c1, O.